Dataset: the Open Reaction Database (ORD), a public repository of structured organic reaction records. Task: describe an organic reaction: reactants, conditions, products, and yield Reactants: N#Cc1ccccc1CBr, [H-], [Na+], CN(C)C=O, O, Oc1cccc(Cl)c1. The product is N#Cc1ccccc1COc1cccc(Cl)c1. RXN SMILES: [Br:11][CH2:12][c:13]1[c:14]([C:15]#[N:16])[cH:17][cH:18][cH:19][cH:20]1.[H-:9].[Na+:10].[O:22]=[CH:23][N:24]([CH3:25])[CH3:26].[OH2:21].[OH:1][c:2]1[cH:3][cH:4][cH:5][c:6]([Cl:7])[cH:8]1>>[O:1]([c:2]1[cH:3][cH:4][cH:5][c:6]([Cl:7])[cH:8]1)[CH2:12][c:13]1[c:14]([C:15]#[N:16])[cH:17][cH:18][cH:19][cH:20]1. Starting materials: OCH2 -CH3, ClC1=NC2=CC=C(C=C2C=C1)F (2-chloro-6-fluoroquinoline), OC1=CC=C(OC(C(=O)OCC)C)C=C1 (ethyl 2-(4-hydroxyphenoxy)propionate), OCH2 -CH3, N1=CC=CC2=CC=CC=C12 (quinoline). The product is FC=1C=C2C=CC(=NC2=CC1)OC1=CC=C(OC(C(=O)OCC)C)C=C1 (Ethyl 2-[4-(6-fluoroquinolin-2-yloxy)phenoxy]-propionate). RXN SMILES: Cl[C:2]1[CH:11]=[CH:10][C:9]2[C:4](=[CH:5][CH:6]=[C:7]([F:12])[CH:8]=2)[N:3]=1.[OH:13][C:14]1[CH:27]=[CH:26][C:17]([O:18][CH:19]([CH3:25])[C:20]([O:22][CH2:23][CH3:24])=[O:21])=[CH:16][CH:15]=1.N1C2C(=CC=CC=2)C=CC=1>>[F:12][C:7]1[CH:8]=[C:9]2[C:4](=[CH:5][CH:6]=1)[N:3]=[C:2]([O:13][C:14]1[CH:15]=[CH:16][C:17]([O:18][CH:19]([CH3:25])[C:20]([O:22][CH2:23][CH3:24])=[O:21])=[CH:26][CH:27]=1)[CH:11]=[CH:10]2. Procedure details: was prepared from 2-chloro-6-fluoroquinoline and ethyl 2-(4-hydroxyphenoxy)propionate following essentially the same procedure as that described in Example 1. The compound was isolated as a pale yellow oil. Proton magnetic resonance spectrum (CDCl3 ; δ in ppm): 8.1-6.8 (9H, m, quinoline and phenyl protons); 4.8 (1H, q, CH-CH3); 4.3 (2H, q, OCH2 -CH3); 1.6 (3H, d, CH-CH3); 1.2 (3H, t, OCH2 -CH3). Reactants: CN(C)C=O, Cn1c(C(=O)NCCCCl)c2ccc(Cl)cc2c1-c1ccccc1, [N-]=[N+]=[N-], [Na+]. Product: Cn1c(C(=O)NCCCN=[N+]=[N-])c2ccc(Cl)cc2c1-c1ccccc1. Reaction SMILES: [CH3:29][N:30]([CH3:31])[CH:32]=[O:33].[Cl:1][CH2:2][CH2:3][CH2:4][NH:5][C:6](=[O:7])[c:8]1[n:9]([CH3:24])[c:10](-[c:18]2[cH:19][cH:20][cH:21][cH:22][cH:23]2)[c:11]2[cH:12][c:13]([Cl:17])[cH:14][cH:15][c:16]12.[N-:26]=[N+:27]=[N-:28].[Na+:25]>>[CH2:2]([CH2:3][CH2:4][NH:5][C:6](=[O:7])[c:8]1[n:9]([CH3:24])[c:10](-[c:18]2[cH:19][cH:20][cH:21][cH:22][cH:23]2)[c:11]2[cH:12][c:13]([Cl:17])[cH:14][cH:15][c:16]12)[N:26]=[N+:27]=[N-:28].